This data is from the Open Reaction Database (ORD), a public repository of structured organic reaction records. The task is: describe an organic reaction: reactants, conditions, products, and yield The reactants are N#CCCCBr, O=C([O-])[O-], [Cl-], Ic1cccc(CNc2ncnc3nc[nH]c23)c1, [K+], [K+], [Na+], CN(C)C=O. The product is N#CCCCn1cnc2c(NCc3cccc(I)c3)ncnc21. Reaction SMILES: [Br:19][CH2:20][CH2:21][CH2:22][C:23]#[N:24].[C:25](=[O:26])([O-:27])[O-:28].[Cl-:32].[I:1][c:2]1[cH:3][c:4]([CH2:5][NH:6][c:7]2[c:8]3[nH:9][cH:10][n:11][c:12]3[n:13][cH:14][n:15]2)[cH:16][cH:17][cH:18]1.[K+:29].[K+:30].[Na+:31].[O:33]=[CH:34][N:35]([CH3:36])[CH3:37]>>[I:1][c:2]1[cH:3][c:4]([CH2:5][NH:6][c:7]2[c:8]3[n:9][cH:10][n:11]([CH2:20][CH2:21][CH2:22][C:23]#[N:24])[c:12]3[n:13][cH:14][n:15]2)[cH:16][cH:17][cH:18]1. Starting materials: O (water), Cl (hydrochloric acid), [OH-].[Na+] (sodium hydroxide), ClC1=C(C=C(C=C1)[N+](=O)[O-])Br (1-chloro-2-bromo-4-nitrobenzene). Reagents/catalysts: [Fe] (iron). The solvent is C(C)O (ethanol), C(C)O (ethanol). Reaction conditions: temperature 70 celsius. Product: BrC=1C=C(N)C=CC1Cl (3-Bromo-4-chloroaniline). As a reaction SMILES: O.Cl.[Cl:3][C:4]1[CH:9]=[CH:8][C:7]([N+:10]([O-])=O)=[CH:6][C:5]=1[Br:13].[OH-].[Na+]>C(O)C.[Fe]>[Br:13][C:5]1[CH:6]=[C:7]([CH:8]=[CH:9][C:4]=1[Cl:3])[NH2:10] |f:3.4|. Procedure details: A mixture of iron (17.9 g), ethanol (120 ml), water (80 ml) and conc. hydrochloric acid (1.5 ml) was heated to 70° C., this temperature was maintained during the addition of 1-chloro-2-bromo-4-nitrobenzene (21.0 g) in ethanol (100 ml) over 25 min. The mixture was heated to reflux for 11/4 hours before adjusting the pH to 9-10 with sodium hydroxide solution. The mixture was filtered hot through Hyflo™ washing with hot ethanol and water. The mixture was concentrated, dichloromethane added and the ... Reactants: COc1ccc(C(C)(C)C(F)(F)F)cc1CNC1CCCN(C(=O)OC(C)(C)C)C1c1ccccc1, CC(F)(F)c1ccc(OC(F)(F)F)c(CNC2CCCNC2c2ccccc2)c1. Reaction SMILES: [C:1]([O:2][C:3](=[O:4])[N:8]1[CH:9]([c:31]2[cH:32][cH:33][cH:34][cH:35][cH:36]2)[CH:10]([NH:14][CH2:15][c:16]2[c:17]([O:29][CH3:30])[cH:18][cH:19][c:20]([C:22]([C:23]([F:24])([F:25])[F:26])([CH3:27])[CH3:28])[cH:21]2)[CH2:11][CH2:12][CH2:13]1)([CH3:5])([CH3:6])[CH3:7].[F:37][C:38]([c:39]1[cH:40][cH:41][c:42]([O:43][C:44]([F:45])([F:46])[F:47])[c:48]([CH2:50][NH:51][CH:52]2[CH2:53][CH2:54][CH2:55][NH:56][CH:57]2[c:58]2[cH:59][cH:60][cH:61][cH:62][cH:63]2)[cH:49]1)([F:64])[CH3:65]>>[NH:8]1[CH:9]([c:31]2[cH:32][cH:33][cH:34][cH:35][cH:36]2)[CH:10]([NH:14][CH2:15][c:16]2[c:17]([O:29][CH3:30])[cH:18][cH:19][c:20]([C:22]([C:23]([F:24])([F:25])[F:26])([CH3:27])[CH3:28])[cH:21]2)[CH2:11][CH2:12][CH2:13]1. Product: COc1ccc(C(C)(C)C(F)(F)F)cc1CNC1CCCNC1c1ccccc1.